describe an organic reaction: reactants, conditions, products, and yield From a dataset of the Open Reaction Database (ORD), a public repository of structured organic reaction records. Reactants: C(C)(C)(C)OC(=O)[C@H]1N(C(CC1)O)C(=O)OC(C)(C)C ((2S,5R/S)-1-(tert-Butoxycarbonyl)-5-hydroxypyrrolidine-2-carboxylic acid tert-butyl ester), CC1=CC=C(C=C1)S(=O)(=O)[O-].C1=CC=[NH+]C=C1 (PPTS). Run in CCO (EtOH). Run at time 8 hour. Yields the product C(C)(C)(C)OC(=O)[C@H]1N(C(CC1)OCC)C(=O)OC(C)(C)C ((2S,5R/S)-1-(tert-Butoxycarbonyl)-5-ethoxypyrrolidine-2-carboxylic acid tert-butyl ester). Yield: 5062.5%. RXN SMILES: [C:1]([O:5][C:6]([C@@H:8]1[CH2:12][CH2:11][CH:10]([OH:13])[N:9]1[C:14]([O:16][C:17]([CH3:20])([CH3:19])[CH3:18])=[O:15])=[O:7])([CH3:4])([CH3:3])[CH3:2].[CH3:21][C:22]1C=CC(S([O-])(=O)=O)=CC=1.C1C=C[NH+]=CC=1>CCO>[C:1]([O:5][C:6]([C@@H:8]1[CH2:12][CH2:11][CH:10]([O:13][CH2:21][CH3:22])[N:9]1[C:14]([O:16][C:17]([CH3:20])([CH3:19])[CH3:18])=[O:15])=[O:7])([CH3:4])([CH3:3])[CH3:2] |f:1.2|. Procedure: A solution of 12.1 g of 207 (42.1 mmol) in 100 ml of anhydrous EtOH was added with 200 mg of PPTS (0.80 mmol, 1.9 mole %) and stirred at RT overnight. Thereafter, the solvent was completely removed under vacuum, and the residue was taken up in 250 ml of a 1:2 mixture of EE/CH. After filtration over a short silica gel column, the eluate was concentrated to obtain 12.8 g of α-methoxycarbamate 45 (40.5 mmol, 96%) as a slightly yellowish oil. An analytical sample was obtained by column chromatograph... The reactants are CCOC(=O)c1cnc(Cl)s1, Cc1onc(-c2ccccc2)c1CO, [H-], [Na+], C1CCOC1, O. Product: CCOC(=O)c1cnc(OCc2c(-c3ccccc3)noc2C)s1. RXN SMILES: [CH2:17]([CH3:18])[O:19][C:20](=[O:21])[c:22]1[cH:23][n:24][c:25]([Cl:27])[s:26]1.[CH3:3][c:4]1[c:5]([CH2:15][OH:16])[c:6](-[c:9]2[cH:10][cH:11][cH:12][cH:13][cH:14]2)[n:7][o:8]1.[H-:1].[Na+:2].[O:29]1[CH2:30][CH2:31][CH2:32][CH2:33]1.[OH2:28]>>[CH3:3][c:4]1[c:5]([CH2:15][O:16][c:25]2[n:24][cH:23][c:22]([C:20]([O:19][CH2:17][CH3:18])=[O:21])[s:26]2)[c:6](-[c:9]2[cH:10][cH:11][cH:12][cH:13][cH:14]2)[n:7][o:8]1. The reactants are CCOC(C)=O, CS(C)=O, Nc1nccs1, O, COc1cc2nccc(Oc3ccc(NC(=O)Oc4ccccc4)cc3)c2cc1OC. Product: COc1cc2nccc(Oc3ccc(NC(=O)Nc4nccs4)cc3)c2cc1OC. RXN SMILES: [CH3:38][CH2:39][O:40][C:41](=[O:42])[CH3:43].[CH3:45][S:46]([CH3:47])=[O:48].[NH2:32][c:33]1[s:34][cH:35][cH:36][n:37]1.[OH2:44].[c:1]1([O:7][C:8](=[O:2])[NH:9][c:10]2[cH:11][cH:12][c:13]([O:16][c:17]3[cH:18][cH:19][n:20][c:21]4[cH:22][c:23]([O:29][CH3:30])[c:24]([O:27][CH3:28])[cH:25][c:26]34)[cH:14][cH:15]2)[cH:3][cH:4][cH:5][cH:6][cH:31]1>>[O:7]=[C:8]([NH:9][c:10]1[cH:11][cH:12][c:13]([O:16][c:17]2[cH:18][cH:19][n:20][c:21]3[cH:22][c:23]([O:29][CH3:30])[c:24]([O:27][CH3:28])[cH:25][c:26]23)[cH:14][cH:15]1)[NH:32][c:33]1[s:34][cH:35][cH:36][n:37]1. The reactants are O=C1OC[C@@H](N1)[C@H](C(=O)O)C ((R)-2-((S)-2-oxooxazolidin-4-yl)propanoic acid), CNOC (N,O-dimethylhydroxylamine), N1=CC=CC=C1 (pyridine), ClC(=C(C)C)N(C)C (1-chloro-N,N,2-trimethylprop-1-en-1-amine). Run in O (water), C([O-])(O)=O.[Na+] (sodium bicarbonate), ClCCl (dichloromethane), C(Cl)Cl (DCM), C(Cl)Cl (DCM). Conditions: time 30 minute. Yields the product CON(C([C@H](C)[C@@H]1NC(OC1)=O)=O)C ((R)—N-methoxy-N-methyl-2-((S)-2-oxooxazolidin-4-yl)propanamide). The yield is 195.4%. RXN SMILES: [O:1]=[C:2]1[NH:6][C@@H:5]([C@@H:7]([CH3:11])[C:8]([OH:10])=O)[CH2:4][O:3]1.ClC(N(C)C)=C(C)C.[CH3:20][NH:21][O:22][CH3:23].N1C=CC=CC=1>C(Cl)Cl.O.C(=O)(O)[O-].[Na+]>[CH3:23][O:22][N:21]([CH3:20])[C:8](=[O:10])[C@@H:7]([C@H:5]1[CH2:4][O:3][C:2](=[O:1])[NH:6]1)[CH3:11] |f:6.7|. Procedure: To a mixture of (R)-2-((S)-2-oxooxazolidin-4-yl)propanoic acid (1.1 g, 6.91 mmol) in DCM (20 mL) was added 1-chloro-N,N,2-trimethylprop-1-en-1-amine (1.385 g, 10.37 mmol) at 0° C. The ice bath was removed and the mixture was stirred for 30 min at ambient temperature. A mixture of N,O-dimethylhydroxylamine (1.011 g, 10.37 mmol) and pyridine (1.677 mL, 20.74 mmol) in DCM (20 mL) was added and stirring was continued for ˜1 hr. The mixture was diluted with water (˜2 mL) and saturated sodium bicarbon...